This data is from the Open Reaction Database (ORD), a public repository of structured organic reaction records. The task is: describe an organic reaction: reactants, conditions, products, and yield The reactants are C([O-])(O)=O.[Na+] (sodium bicarbonate), C(C)(C)(C)N1N=CC=C1NC1=CC=CC(=N1)CC1(CCN(CC1)C(=O)OC(C)(C)C)C(=O)NN (tert-butyl 4-((6-((1-tert-butyl-1H-pyrazol-5-yl)amino)pyridin-2-yl)methyl)-4-(hydrazinocarbonyl)piperidine-1-carboxylate), C(=O)(N1C=NC=C1)N1C=NC=C1 (1,1′-carbonyldiimidazole), C(=O)(N1C=NC=C1)N1C=NC=C1 (1,1′-carbonyldiimidazole), O (water). Solvent: O1CCCC1 (tetrahydrofuran). Run at time 3 hour. The product is C(C)(C)(C)N1N=CC=C1NC1=CC=CC(=N1)CC1(CCN(CC1)C(=O)OC(C)(C)C)C=1OC(NN1)=O (tert-butyl 4-((6-((1-tert-butyl-1H-pyrazol-5-yl)amino)pyridin-2-yl)methyl)-4-(5-oxo-4,5-dihydro-1,3,4-oxadiazol-2-yl)piperidine-1-carboxylate). As a reaction SMILES: [C:1]([N:5]1[C:9]([NH:10][C:11]2[N:16]=[C:15]([CH2:17][C:18]3([C:31]([NH:33][NH2:34])=[O:32])[CH2:23][CH2:22][N:21]([C:24]([O:26][C:27]([CH3:30])([CH3:29])[CH3:28])=[O:25])[CH2:20][CH2:19]3)[CH:14]=[CH:13][CH:12]=2)=[CH:8][CH:7]=[N:6]1)([CH3:4])([CH3:3])[CH3:2].[C:35](N1C=CN=C1)(N1C=CN=C1)=[O:36].C(=O)(O)[O-].[Na+].O>O1CCCC1>[C:1]([N:5]1[C:9]([NH:10][C:11]2[N:16]=[C:15]([CH2:17][C:18]3([C:31]4[O:32][C:35](=[O:36])[NH:34][N:33]=4)[CH2:23][CH2:22][N:21]([C:24]([O:26][C:27]([CH3:28])([CH3:30])[CH3:29])=[O:25])[CH2:20][CH2:19]3)[CH:14]=[CH:13][CH:12]=2)=[CH:8][CH:7]=[N:6]1)([CH3:2])([CH3:3])[CH3:4] |f:2.3|. Reported procedure: To a suspension of 378 mg of tert-butyl 4-((6-((1-tert-butyl-1H-pyrazol-5-yl)amino)pyridin-2-yl)methyl)-4-(hydrazinocarbonyl)piperidine-1-carboxylate in 10 ml of tetrahydrofuran was added 130 mg of 1,1′-carbonyldiimidazole at room temperature. After stirring at room temperature for 3 hours, 100 mg of 1,1′-carbonyldiimidazole was added at room temperature, followed by stirring at room temperature for 5 days. To the reaction mixture was added 10 ml of saturated aqueous sodium bicarbonate solution,...